This data is from the Open Reaction Database (ORD), a public repository of structured organic reaction records. The task is: describe an organic reaction: reactants, conditions, products, and yield Reactants: CCOC(=O)C(C(C)C)N1CCN(Cc2ccc(OCc3ccccc3)cc2)C1=O, CCO, [H][H], [OH-], [OH-], [Pd+2]. Product: CCOC(=O)C(C(C)C)N1CCN(Cc2ccc(O)cc2)C1=O. Reaction SMILES: [CH2:1]([c:2]1[cH:3][cH:4][cH:5][cH:6][cH:7]1)[O:8][c:9]1[cH:10][cH:11][c:12]([CH2:13][N:14]2[C:15](=[O:28])[N:16]([CH:19]([C:20](=[O:21])[O:22][CH2:23][CH3:24])[CH:25]([CH3:26])[CH3:27])[CH2:17][CH2:18]2)[cH:29][cH:30]1.[CH3:33][CH2:34][OH:35].[H:31][H:32].[OH-:36].[OH-:37].[Pd+2:38]>>[OH:8][c:9]1[cH:10][cH:11][c:12]([CH2:13][N:14]2[C:15](=[O:28])[N:16]([CH:19]([C:20](=[O:21])[O:22][CH2:23][CH3:24])[CH:25]([CH3:26])[CH3:27])[CH2:17][CH2:18]2)[cH:29][cH:30]1.